From a dataset of the Open Reaction Database (ORD), a public repository of structured organic reaction records. describe an organic reaction: reactants, conditions, products, and yield Reaction conditions: temperature 0 celsius, time 16 hour. Reported procedure: (E)-(3-chloro-4-methanesulfonyl-phenyl)-cyclohexyloxyimino-acetic acid (112 mg, 0.31 mmol), N,N-diisopropylethylamine (163 μL, 0.94 mmol) and 1-methyl-1H-pyrazol-3-ylamine (30 μL, 0.31 mmol) were combined in methylene chloride (1.5 mL) and cooled to 0° C. O-(7-Azabenzotriazole-1-yl)-N,N,N′N′-tetramethyluronium hexafluorophosphate (118 mg, 0.31 mmol) was added and the cooling bath was removed. After stirring 16 h, the reaction mixture was diluted with chloroform (2 mL) and washed with saturated a... Reactants: ClC=1C=C(C=CC1S(=O)(=O)C)\C(\C(=O)O)=N/OC1CCCCC1 ((E)-(3-chloro-4-methanesulfonyl-phenyl)-cyclohexyloxyimino-acetic acid), O-(7-Azabenzotriazole-1-yl)-N,N,N′N′-tetramethyluronium hexafluorophosphate, C(C)(C)N(C(C)C)CC (N,N-diisopropylethylamine), CN1N=C(C=C1)N (1-methyl-1H-pyrazol-3-ylamine). Solvent: C(Cl)Cl (methylene chloride). The yield is 80.8%. Yields the product ClC=1C=C(C=CC1S(=O)(=O)C)\C(\C(=O)NC1=NN(C=C1)C)=N/OC1CCCCC1 ((E)-2-(3-chloro-4-methanesulfonyl-phenyl)-2-cyclohexyloxyimino-N-(1-methyl-1H-pyrazol-3-yl)-acetamide). Reaction SMILES: [Cl:1][C:2]1[CH:3]=[C:4](/[C:12](=[N:16]\[O:17][CH:18]2[CH2:23][CH2:22][CH2:21][CH2:20][CH2:19]2)/[C:13]([OH:15])=O)[CH:5]=[CH:6][C:7]=1[S:8]([CH3:11])(=[O:10])=[O:9].C(N(CC)C(C)C)(C)C.[CH3:33][N:34]1[CH:38]=[CH:37][C:36]([NH2:39])=[N:35]1>C(Cl)Cl>[Cl:1][C:2]1[CH:3]=[C:4](/[C:12](=[N:16]\[O:17][CH:18]2[CH2:19][CH2:20][CH2:21][CH2:22][CH2:23]2)/[C:13]([NH:39][C:36]2[CH:37]=[CH:38][N:34]([CH3:33])[N:35]=2)=[O:15])[CH:5]=[CH:6][C:7]=1[S:8]([CH3:11])(=[O:9])=[O:10].